From a dataset of the Open Reaction Database (ORD), a public repository of structured organic reaction records. describe an organic reaction: reactants, conditions, products, and yield Reactants: C(C)OC(CCCCC(CCC)SC(C)=O)=S (6-Acetylthio-8-Methylthiooctanoic Acid Ethyl Ester), [OH-].[K+] (potassium hydroxide). The solvent is CO (methanol), O (water). The product is SC(CCCCC(=S)O)CCC (6-Mercapto-8-Methylthiooctanoic Acid). RXN SMILES: C([O:3][C:4](=[S:17])[CH2:5][CH2:6][CH2:7][CH2:8][CH:9]([S:13]C(=O)C)[CH2:10][CH2:11][CH3:12])C.[OH-].[K+]>CO.O>[SH:13][CH:9]([CH2:10][CH2:11][CH3:12])[CH2:8][CH2:7][CH2:6][CH2:5][C:4]([OH:3])=[S:17] |f:1.2|. Reported procedure: 11.9 grams (40.7 mmoles) of 6-acetylthio-8-methylthiooctanoic acid ethyl ester (XI) were added to a solution of 7.5 grams (133.7 mmoles) of potassium hydroxide in 100 ml of methanol and 5 ml of water and the mixture heated at reflux for 10 hours under a cover of nitrogen. After a further 10 hours at room temperature the solvent was removed in a vacuum, the residue taken up on 100 ml of 3N hydrochloric acid and extracted three times, each time with 100 ml of ethyl acetate. After drying the combin... The reactants are [H-].[Al+3].[Li+].[H-].[H-].[H-] (lithium aluminum hydride), COCCOC (1,2-dimethoxyethane), COCCOC (1,2-dimethoxyethane), CC=1NC2=CC=CC=C2C1C(C(=O)N1CCN(CC1)N=O)=O (1-(2-methylindol-3-ylglyoxyloyl)-4-nitrosopiperazine). Solvent: O (water), O (water). Conditions: temperature -5 celsius. The product is NN1CCN(CC1)CCC1=C(NC2=CC=CC=C12)C (3-[2-(4-aminopiperazin-1-yl)ethyl]-2-methylindole). As a reaction SMILES: [H-].[Al+3].[Li+].[H-].[H-].[H-].COCCOC.[CH3:13][C:14]1[NH:15][C:16]2[C:21]([C:22]=1[C:23](=O)[C:24]([N:26]1[CH2:31][CH2:30][N:29]([N:32]=O)[CH2:28][CH2:27]1)=O)=[CH:20][CH:19]=[CH:18][CH:17]=2>O>[NH2:32][N:29]1[CH2:30][CH2:31][N:26]([CH2:24][CH2:23][C:22]2[C:21]3[C:16](=[CH:17][CH:18]=[CH:19][CH:20]=3)[NH:15][C:14]=2[CH3:13])[CH2:27][CH2:28]1 |f:0.1.2.3.4.5|. Procedure: To a stirred mixture of 9.0 g of lithium aluminum hydride in 400 ml. of 1,2-dimethoxyethane is added 10.52 g (0.35 mol) of 1-(2-methylindol-3-ylglyoxyloyl)-4-nitrosopiperazine slowly to maintain reaction temperature below 35° C. After all the material is added, the mixture is refluxed for 14-16 hours. The reaction mixture is cooled to -5° C. and a solution of 50 ml. of water and 50 ml. of 1,2-dimethoxyethane is slowly added while maintaining the temperature below 15° C. Another 50 ml. of water i... Reactants: CCOC(C)=O, O=C=NS(=O)(=O)Cl, CC(C)(C)OC(=O)n1cccc1-c1cc(F)c2c(c1)C(C)(C)C(=O)N2, CN(C)C=O. Yields the product CC(C)(C)OC(=O)n1c(C#N)ccc1-c1cc(F)c2c(c1)C(C)(C)C(=O)N2. As a reaction SMILES: [CH3:38][CH2:39][O:40][C:41](=[O:42])[CH3:43].[Cl:26][S:27](=[O:29])([N:30]=[C:31]=[O:28])=[O:32].[F:1][c:2]1[cH:3][c:4](-[c:14]2[n:15]([C:19](=[O:20])[O:21][C:22]([CH3:23])([CH3:24])[CH3:25])[cH:16][cH:17][cH:18]2)[cH:5][c:6]2[c:10]1[NH:9][C:8](=[O:11])[C:7]2([CH3:12])[CH3:13].[O:33]=[CH:34][N:35]([CH3:36])[CH3:37]>>[F:1][c:2]1[cH:3][c:4](-[c:14]2[n:15]([C:19](=[O:20])[O:21][C:22]([CH3:23])([CH3:24])[CH3:25])[c:16]([C:31]#[N:30])[cH:17][cH:18]2)[cH:5][c:6]2[c:10]1[NH:9][C:8](=[O:11])[C:7]2([CH3:12])[CH3:13]. Starting materials: O=C(NC(CCO)c1cccc(C(F)(F)F)c1)c1c(F)cccc1F, O=C(NC(CCO)c1ccc(Cl)cc1)c1c(F)cccc1F. Product: Fc1cccc(F)c1C1=NC(c2cccc(C(F)(F)F)c2)CCO1. RXN SMILES: [F:1][c:2]1[c:3]([C:4](=[O:5])[NH:6][CH:7]([CH2:8][CH2:9][OH:10])[c:11]2[cH:12][c:13]([C:17]([F:18])([F:19])[F:20])[cH:14][cH:15][cH:16]2)[c:21]([F:25])[cH:22][cH:23][cH:24]1.[F:26][c:27]1[cH:28][cH:29][cH:30][c:31]([F:32])[c:33]1[C:34]([NH:35][CH:36]([c:37]1[cH:38][cH:39][c:40]([Cl:41])[cH:42][cH:43]1)[CH2:44][CH2:45][OH:46])=[O:47]>>[F:1][c:2]1[c:3]([C:4]2=[N:6][CH:7]([c:11]3[cH:12][c:13]([C:17]([F:18])([F:19])[F:20])[cH:14][cH:15][cH:16]3)[CH2:8][CH2:9][O:5]2)[c:21]([F:25])[cH:22][cH:23][cH:24]1. Reactants: CC(C)(C)OC(=O)N1CCC(n2ncc3c(Cl)ncnc32)CC1, CN(C)C=O, Oc1cc(F)cc(C(F)(F)F)c1. The product is CC(C)(C)OC(=O)N1CCC(n2ncc3c(Oc4cc(F)cc(C(F)(F)F)c4)ncnc32)CC1. Reaction SMILES: [C:1]([CH3:2])([CH3:3])([CH3:4])[O:5][C:6](=[O:7])[N:8]1[CH2:9][CH2:10][CH:11]([n:14]2[n:15][cH:16][c:17]3[c:18]2[n:19][cH:20][n:21][c:22]3[Cl:23])[CH2:12][CH2:13]1.[CH3:36][N:37]([CH3:38])[CH:39]=[O:40].[F:24][c:25]1[cH:26][c:27]([OH:35])[cH:28][c:29]([C:31]([F:32])([F:33])[F:34])[cH:30]1>>[C:1]([CH3:2])([CH3:3])([CH3:4])[O:5][C:6](=[O:7])[N:8]1[CH2:9][CH2:10][CH:11]([n:14]2[n:15][cH:16][c:17]3[c:18]2[n:19][cH:20][n:21][c:22]3[O:35][c:27]2[cH:26][c:25]([F:24])[cH:30][c:29]([C:31]([F:32])([F:33])[F:34])[cH:28]2)[CH2:12][CH2:13]1.